From a dataset of the Open Reaction Database (ORD), a public repository of structured organic reaction records. describe an organic reaction: reactants, conditions, products, and yield The reactants are CCO, O=Cc1ccccc1O, NC1CCOc2ccccc21. Yields the product Oc1ccccc1C=NC1CCOc2ccccc21. Reaction SMILES: [CH3:21][CH2:22][OH:23].[CH:12](=[O:13])[c:14]1[cH:15][cH:16][cH:17][cH:18][c:19]1[OH:20].[O:1]1[CH2:2][CH2:3][CH:4]([NH2:11])[c:5]2[cH:6][cH:7][cH:8][cH:9][c:10]21>>[O:1]1[CH2:2][CH2:3][CH:4]([N:11]=[CH:12][c:14]2[cH:15][cH:16][cH:17][cH:18][c:19]2[OH:20])[c:5]2[cH:6][cH:7][cH:8][cH:9][c:10]21. Starting materials: O (water), [OH-].[Na+] (sodium hydroxide), O (water), C(=O)NC1=C(C=C(C=C1OC)C)OC (N-formyl-2,6-dimethoxy-4-methylaniline), solution, [H-].[Al+3].[Li+].[H-].[H-].[H-] (lithium aluminium hydride). Run in C(C)(=O)OCC (ethyl acetate), O1CCCC1 (tetrahydrofuran), O1CCCC1 (tetrahydrofuran). Reaction conditions: temperature 0 celsius, time 2 hour. Yields the product CNC1=C(C=C(C=C1OC)C)OC (N-methyl-2,6-dimethoxy-4-methylaniline). Isolated yield 85.0%. RXN SMILES: [CH:1]([NH:3][C:4]1[C:9]([O:10][CH3:11])=[CH:8][C:7]([CH3:12])=[CH:6][C:5]=1[O:13][CH3:14])=O.[H-].[Al+3].[Li+].[H-].[H-].[H-].O.[OH-].[Na+]>O1CCCC1.C(OCC)(=O)C>[CH3:1][NH:3][C:4]1[C:5]([O:13][CH3:14])=[CH:6][C:7]([CH3:12])=[CH:8][C:9]=1[O:10][CH3:11] |f:1.2.3.4.5.6,8.9|. Reported procedure: 6 g of N-formyl-2,6-dimethoxy-4-methylaniline are suspended in 100 ml of tetrahydrofuran and then 33 ml of a 1M solution of lithium aluminium hydride in tetrahydrofuran are added dropwise under an inert atmosphere. The reaction mixture become homogeneous. The reaction mixture is left at room temperature for 2 hours and then, after cooling to 0° C., 1 ml of water, then 1 ml of a 15% aqueous sodium hydroxide solution and then 3 ml of water are successively added dropwise to the reaction mixture. T...